This data is from the Open Reaction Database (ORD), a public repository of structured organic reaction records. The task is: describe an organic reaction: reactants, conditions, products, and yield Reactants: N1(CCCC1)CC1NCCSC1 (3-(pyrrolidin-1-ylmethyl)thiomorpholine), O=C1CC(C2=C1SC=C2)C(=O)Cl (4,5-dihydro-6 oxo-6H-cyclopenta[b]thiophene-4-carbonyl chloride). The solvent is C(C)N(CC)CC (triethylamine). Yields the product Cl.O=C1CC(C2=C1SC=C2)C(=O)S2CC(NCC2)CN2CCCC2 (4,5-dihydro-6-oxo-4-[3-(pyrrolidin-1-ylmethyl)thiomorpholine 1-carbonyl]-6H-cyclopenta[b]thiophene hydrochloride). Yield: 25.8%. As a reaction SMILES: [N:1]1([CH2:6][CH:7]2[CH2:12][S:11][CH2:10][CH2:9][NH:8]2)[CH2:5][CH2:4][CH2:3][CH2:2]1.[O:13]=[C:14]1[C:18]2[S:19][CH:20]=[CH:21][C:17]=2[CH:16]([C:22]([Cl:24])=[O:23])[CH2:15]1>C(N(CC)CC)C>[ClH:24].[O:13]=[C:14]1[C:18]2[S:19][CH:20]=[CH:21][C:17]=2[CH:16]([C:22]([SH:11]2[CH2:10][CH2:9][NH:8][CH:7]([CH2:6][N:1]3[CH2:2][CH2:3][CH2:4][CH2:5]3)[CH2:12]2)=[O:23])[CH2:15]1 |f:3.4|. Reported procedure: The procedure described in Example 24 was repeated, but using 0.96 g of 3-(pyrrolidin-1-ylmethyl)thiomorpholine, 1.39 ml of triethylamine and 1.0 g of 4,5-dihydro-6 oxo-6H-cyclopenta[b]thiophene-4-carbonyl chloride, to afford 0.5 g of the title compound, melting at 204°-223° C. The reactants are CCCCCCCc1cc2ccc(C(=O)OC)cc2[nH]1, CN(C)C=O, CC(=O)O, [Na+], [OH-], O, O=P(Cl)(Cl)Cl. The product is CCCCCCCc1[nH]c2cc(C(=O)OC)ccc2c1C=O. As a reaction SMILES: [CH2:6]([CH2:7][CH2:8][CH2:9][CH2:10][CH2:11][CH3:12])[c:13]1[nH:14][c:15]2[cH:16][c:17]([C:22](=[O:23])[O:24][CH3:25])[cH:18][cH:19][c:20]2[cH:21]1.[CH3:29][N:30]([CH:31]=[O:32])[CH3:33].[CH3:34][C:35](=[O:36])[OH:37].[Na+:28].[OH-:27].[OH2:26].[P:1]([Cl:2])([Cl:3])([Cl:4])=[O:5]>>[CH2:6]([CH2:7][CH2:8][CH2:9][CH2:10][CH2:11][CH3:12])[c:13]1[nH:14][c:15]2[cH:16][c:17]([C:22](=[O:23])[O:24][CH3:25])[cH:18][cH:19][c:20]2[c:21]1[CH:31]=[O:32]. The solvent is C1CCOC1 (THF), C(C)(=O)O (acetic acid). The product is FC(C=1NC(=C(C(C1C#N)C=1C=C2C=NNC2=CC1)C#N)C(F)F)F (2,6-Bis(difluoromethyl)-4-(1H-indazol-5-yl)-1,4-dihydropyridine-3,5-dicarbonitrile). Starting materials: N1N=CC2=CC(=CC=C12)C=O (1H-indazole-5-carbaldehyde), NC(=CC#N)C(F)F (3-amino-4,4-difluorobut-2-enenitrile). Procedure: A mixture of 80 mg (0.55 mmol) 1H-indazole-5-carbaldehyde, 142 mg (1.21 mmol) 3-amino-4,4-difluorobut-2-enenitrile [obtainable by Thorpe reaction of acetonitrile with 2,2-difluoroacetonitrile, cf. Org. React. 15, 1 (1967), ibid. 1 (1984)] and a trace amount of powdered 4 Å molecular sieve in acetic acid (0.53 ml) was heated to reflux temperature for 5 h. After cooling, the reaction mixture was diluted with THF and filtered. The filtrate was directly purified by preparative RP-HPLC (acetonitrile/... RXN SMILES: [NH:1]1[C:9]2[C:4](=[CH:5][C:6]([CH:10]=O)=[CH:7][CH:8]=2)[CH:3]=[N:2]1.[NH2:12][C:13]([CH:17]([F:19])[F:18])=[CH:14][C:15]#[N:16]>C(O)(=O)C.C1COCC1>[F:18][CH:17]([F:19])[C:13]1[NH:12][C:13]([CH:17]([F:19])[F:18])=[C:14]([C:15]#[N:16])[CH:10]([C:6]2[CH:5]=[C:4]3[C:9](=[CH:8][CH:7]=2)[NH:1][N:2]=[CH:3]3)[C:14]=1[C:15]#[N:16]. Starting materials: COC(=O)N1CC(C)N(Cc2ccccc2)CC1Cc1ccccc1, O=P(Cl)(Cl)Cl. Yields the product CC1CN2C(=O)c3ccccc3CC2CN1Cc1ccccc1. Reaction SMILES: [CH2:1]([c:2]1[cH:3][cH:4][cH:5][cH:6][cH:7]1)[CH:8]1[N:9]([C:22](=[O:23])[O:24][CH3:25])[CH2:10][CH:11]([CH3:21])[N:12]([CH2:14][c:15]2[cH:16][cH:17][cH:18][cH:19][cH:20]2)[CH2:13]1.[P:26]([Cl:27])([Cl:28])([Cl:29])=[O:30]>>[CH2:1]1[c:2]2[c:3]([cH:4][cH:5][cH:6][cH:7]2)[C:22](=[O:23])[N:9]2[CH:8]1[CH2:13][N:12]([CH2:14][c:15]1[cH:16][cH:17][cH:18][cH:19][cH:20]1)[CH:11]([CH3:21])[CH2:10]2. Reactants: C(CCC)[Li] (n-butyllithium), C(C)#N (acetonitrile), C(C1=CC=CC=C1)OC=1C=C(C=C2CC(CC(C12)C(=O)OC1=CC=C(C=C1)[N+](=O)[O-])(C)C)OC(C)CCCC1=CC=CC=C1 (p-nitrophenyl 8-benzyloxy-3,3-dimethyl-6 -(5-phenyl-2-pentyloxy)tetralin-1-carboxylate). Solvent: C1CCOC1 (THF), C1CCOC1 (THF), O1CCCC1 (tetrahydrofuran). Conditions: time 30 minute. Product: C(C1=CC=CC=C1)OCC1=CC=CC=C1 (benzyl ether). RXN SMILES: C([Li])CCC.C(#N)C.[CH2:9]([O:16][C:17]1C=C(OC(CCCC2C=CC=CC=2)C)C=[C:21]2[C:26]=1[CH:25](C(OC1C=CC([N+]([O-])=O)=CC=1)=O)[CH2:24][C:23](C)(C)[CH2:22]2)[C:10]1[CH:15]=[CH:14][CH:13]=[CH:12][CH:11]=1>C1COCC1>[CH2:17]([O:16][CH2:9][C:10]1[CH:15]=[CH:14][CH:13]=[CH:12][CH:11]=1)[C:26]1[CH:21]=[CH:22][CH:23]=[CH:24][CH:25]=1. Procedure details: To a solution of 2.4 ml. of 2.1M n-butyllithium in 3.7 ml. tetrahydrofuran at -78° C. is added a solution of 0.26 ml. (5 mmole) acetonitrile in 3.7 ml. THF and the mixture is stirred for one hour. at -78° C. A solution of 1.1 g. (2.0 mmole) p-nitrophenyl 8-benzyloxy-3,3-dimethyl-6 -(5-phenyl-2-pentyloxy)tetralin-1-carboxylate in 3.7 ml. THF is added and stirring continued at -78° C. for 30 minutes. The reaction mixture is warmed to room temperature, quenched with 7 ml. 10% hydrochloric acid and ... Yields the product CC(C)=Cc1cccc(CN(C)CC=CC#CC(C)(C)C)c1. Starting materials: [Li]CCCC, CCCCCC, CN(CC=CC#CC(C)(C)C)Cc1cccc(C=O)c1, CC(C)[P+](c1ccccc1)(c1ccccc1)c1ccccc1, [I-], c1ccccc1. RXN SMILES: [CH2:24]([Li:25])[CH2:26][CH2:27][CH3:28].[CH3:29][CH2:30][CH2:31][CH2:32][CH2:33][CH3:34].[CH3:35][C:36]([C:37]#[C:38][CH:39]=[CH:40][CH2:41][N:42]([CH3:43])[CH2:44][c:45]1[cH:46][c:47]([CH:48]=[O:49])[cH:50][cH:51][cH:52]1)([CH3:53])[CH3:54].[CH:2]([CH3:3])([CH3:4])[P+:5]([c:6]1[cH:7][cH:8][cH:9][cH:10][cH:11]1)([c:12]1[cH:13][cH:14][cH:15][cH:16][cH:17]1)[c:18]1[cH:19][cH:20][cH:21][cH:22][cH:23]1.[I-:1].[cH:55]1[cH:56][cH:57][cH:58][cH:59][cH:60]1>>[C:2]([CH3:3])([CH3:4])=[CH:48][c:47]1[cH:46][c:45]([CH2:44][N:42]([CH2:41][CH:40]=[CH:39][C:38]#[C:37][C:36]([CH3:35])([CH3:53])[CH3:54])[CH3:43])[cH:52][cH:51][cH:50]1. RXN SMILES: C([O:8][C:9]1[CH:18]=[C:17]2[C:12]([C:13]([O:19][C:20]3[CH:25]=[CH:24][C:23]([N+:26]([O-:28])=[O:27])=[CH:22][C:21]=3[F:29])=[CH:14][CH:15]=[N:16]2)=[CH:11][CH:10]=1)C1C=CC=CC=1.Cl>O1CCOCC1>[F:29][C:21]1[CH:22]=[C:23]([N+:26]([O-:28])=[O:27])[CH:24]=[CH:25][C:20]=1[O:19][C:13]1[C:12]2[C:17](=[CH:18][C:9]([OH:8])=[CH:10][CH:11]=2)[N:16]=[CH:15][CH:14]=1. Yield: 95.2%. Procedure details: A suspension of 7-(benzyloxy)-4-(2-fluoro-4-nitrophenoxy)quinoline (100 g, 256.4 mmol) in dioxane (425 mL) and conc. HCl (425 mL, 5.1 mol) was stirred at 100° C. for 24 hours. The reaction mixture was then cooled to room temperature and solid was collected through filtration. The solid was then suspended in anhydrous EtOH (100 mL) and stirred for 2 hours. The solid was collected and dried in vacuo at 60° C. for 12 hours to give the title compound as a pale solid (73.3 g, 85%). Reactants: C(C1=CC=CC=C1)OC1=CC=C2C(=CC=NC2=C1)OC1=C(C=C(C=C1)[N+](=O)[O-])F (7-(benzyloxy)-4-(2-fluoro-4-nitrophenoxy)quinoline), Cl (HCl). The solvent is O1CCOCC1 (dioxane). The product is FC1=C(OC2=CC=NC3=CC(=CC=C23)O)C=CC(=C1)[N+](=O)[O-] (4-(2-fluoro-4-nitrophenoxy)quinolin-7-ol). Conditions: temperature 100 celsius, time 24 hour. Starting materials: O=C(NC1(C(=O)O)CC1)OCc1ccccc1, CN(C)c1ccccn1, CC1(C)CCC(C)(C)C1O, C(=NC1CCCCC1)=NC1CCCCC1, ClCCl. The product is CC1(C)CCC(C)(C)C1OC(=O)C1(NC(=O)OCc2ccccc2)CC1. RXN SMILES: [C:1](=[O:2])([O:3][CH2:4][c:5]1[cH:6][cH:7][cH:8][cH:9][cH:10]1)[NH:11][C:12]1([C:15](=[O:16])[OH:17])[CH2:13][CH2:14]1.[CH3:33][N:34]([c:35]1[cH:36][cH:37][cH:38][cH:39][n:40]1)[CH3:41].[CH3:42][C:43]1([CH3:51])[CH:44]([OH:50])[C:45]([CH3:48])([CH3:49])[CH2:46][CH2:47]1.[CH:18]1([N:19]=[C:20]=[N:21][CH:22]2[CH2:23][CH2:24][CH2:25][CH2:26][CH2:27]2)[CH2:28][CH2:29][CH2:30][CH2:31][CH2:32]1.[Cl:52][CH2:53][Cl:54]>>[C:1](=[O:2])([O:3][CH2:4][c:5]1[cH:6][cH:7][cH:8][cH:9][cH:10]1)[NH:11][C:12]1([C:15]([O:16][CH:44]2[C:43]([CH3:42])([CH3:51])[CH2:47][CH2:46][C:45]2([CH3:48])[CH3:49])=[O:17])[CH2:13][CH2:14]1. Reactants: ClC=1C=CN2C(C(=CC(=C2C1C)C1CC1)C(=O)OC)=O (methyl 8-chloro-1-cyclopropyl-9-methyl-4-oxo-4H-quinolizine-3-carboxylate), NC=1C=C(C=CC1)B(O)O ((3-aminophenyl)-boronic acid). Yields the product NC=1C=C(C=CC1)C=1C=CN2C(C(=CC(=C2C1C)C1CC1)C(=O)OC)=O (methyl 8-(3-amino-phenyl)-1-cyclopropyl-9-methyl-4-oxo-4H-quinolizine-3-carboxylate). The yield is 39.6%. As a reaction SMILES: Cl[C:2]1[CH:3]=[CH:4][N:5]2[C:10]([C:11]=1[CH3:12])=[C:9]([CH:13]1[CH2:15][CH2:14]1)[CH:8]=[C:7]([C:16]([O:18][CH3:19])=[O:17])[C:6]2=[O:20].[NH2:21][C:22]1[CH:23]=[C:24](B(O)O)[CH:25]=[CH:26][CH:27]=1>>[NH2:21][C:22]1[CH:27]=[C:26]([C:2]2[CH:3]=[CH:4][N:5]3[C:10]([C:11]=2[CH3:12])=[C:9]([CH:13]2[CH2:15][CH2:14]2)[CH:8]=[C:7]([C:16]([O:18][CH3:19])=[O:17])[C:6]3=[O:20])[CH:25]=[CH:24][CH:23]=1. Procedure: Methyl 8-(3-amino-phenyl)-1-cyclopropyl-9-methyl-4-oxo-4H-quinolizine-3-carboxylate was prepared according to General Procedure A using methyl 8-chloro-1-cyclopropyl-9-methyl-4-oxo-4H-quinolizine-3-carboxylate (195 mg, 0.66 mmol) and (3-aminophenyl)-boronic acid (119 mg, 0.87 mmol). Purification by flash silica column chromatography (DCM:MeOH) (1:0 to 9:1) afforded the title compound as a yellow solid (91 mg, 39%). Starting materials: BrC(C(=O)C1=CC2=C(C3=C(OCC2)C=C(C=C3)Br)S1)C1=C(C=CC=C1)Cl (2-Bromo-1-(8-bromo-4,5-dihydrobenzo[b]thieno[2,3-d]oxepin-2-yl)-2-(2-chlorophenyl)ethanone), CC(=O)C (acetone), NC(=S)N (thiourea). Run at temperature 80 celsius. The product is BrC=1C=CC2=C(OCCC3=C2SC(=C3)C=3N=C(SC3C3=C(C=CC=C3)Cl)N)C1 (4-(8-bromo-4,5-dihydrobenzo[b]thieno[2,3-d]oxepin-2-yl)-5-(2-chlorophenyl)thiazol-2-amine). Isolated yield 84.6%. As a reaction SMILES: Br[CH:2]([C:20]1[CH:25]=[CH:24][CH:23]=[CH:22][C:21]=1[Cl:26])[C:3]([C:5]1[S:19][C:8]2[C:9]3[CH:17]=[CH:16][C:15]([Br:18])=[CH:14][C:10]=3[O:11][CH2:12][CH2:13][C:7]=2[CH:6]=1)=O.CC(C)=O.[NH2:31][C:32]([NH2:34])=[S:33]>>[Br:18][C:15]1[CH:16]=[CH:17][C:9]2[C:8]3[S:19][C:5]([C:3]4[N:31]=[C:32]([NH2:34])[S:33][C:2]=4[C:20]4[CH:25]=[CH:24][CH:23]=[CH:22][C:21]=4[Cl:26])=[CH:6][C:7]=3[CH2:13][CH2:12][O:11][C:10]=2[CH:14]=1. Procedure: 2-Bromo-1-(8-bromo-4,5-dihydrobenzo[b]thieno[2,3-d]oxepin-2-yl)-2-(2-chlorophenyl)ethanone (ca. 2.3 mmol) was suspended in acetone (15 mL, 0.20 mol) and treated with thiourea (0.26 g, 0.0034 mol;). The mixture was sealed and heated at 80° C. for 3 h. After cooling to room temperature, the reaction mixture was concentrated, suspended in water and the solid was collected by filtration. The solid was rinsed with water to give 953 mg of 271 as a light yellow solid. 1H NMR (dmso-d6, 500 MHz) δ 7.64 (...